Dataset: the Open Reaction Database (ORD), a public repository of structured organic reaction records. Task: describe an organic reaction: reactants, conditions, products, and yield Reactants: Cc1ccccc1, Cl, [Mg+2], Cn1cncc1C(O)(c1ccc(Cl)cc1)c1ccc(N)c(C(SCC(=O)O)c2cccc(Cl)c2)c1, O=S(=O)([O-])[O-]. The product is Cn1cncc1C(O)(c1ccc(Cl)cc1)c1ccc2c(c1)C(c1cccc(Cl)c1)SCC(=O)N2. Reaction SMILES: [CH3:43][c:44]1[cH:45][cH:46][cH:47][cH:48][cH:49]1.[ClH:1].[Mg+2:37].[NH2:2][c:3]1[c:4]([CH:24]([S:25][CH2:26][C:27](=[O:28])[OH:29])[c:30]2[cH:31][c:32]([Cl:36])[cH:33][cH:34][cH:35]2)[cH:5][c:6]([C:9]([c:10]2[cH:11][n:12][cH:13][n:14]2[CH3:15])([OH:16])[c:17]2[cH:18][cH:19][c:20]([Cl:23])[cH:21][cH:22]2)[cH:7][cH:8]1.[O-:38][S:39]([O-:40])(=[O:41])=[O:42]>>[NH:2]1[c:3]2[c:4]([cH:5][c:6]([C:9]([c:10]3[cH:11][n:12][cH:13][n:14]3[CH3:15])([OH:16])[c:17]3[cH:18][cH:19][c:20]([Cl:23])[cH:21][cH:22]3)[cH:7][cH:8]2)[CH:24]([c:30]2[cH:31][c:32]([Cl:36])[cH:33][cH:34][cH:35]2)[S:25][CH2:26][C:27]1=[O:28]. Reactants: [BH4-], CCOC(C)=O, CO, CC(C)(C)OC(=O)NCc1ccc(C(=O)c2cc(Cl)ccc2N)cc1, [Na+]. Product: CC(C)(C)OC(=O)NCc1ccc(C(O)c2cc(Cl)ccc2N)cc1. Reaction SMILES: [BH4-:28].[CH2:30]([O:31][C:32](=[O:33])[CH3:34])[CH3:35].[CH3:1][OH:2].[NH2:3][c:4]1[c:5]([C:6](=[O:7])[c:8]2[cH:9][cH:10][c:11]([CH2:14][NH:15][C:16](=[O:17])[O:18][C:19]([CH3:20])([CH3:21])[CH3:22])[cH:12][cH:13]2)[cH:23][c:24]([Cl:27])[cH:25][cH:26]1.[Na+:29]>>[NH2:3][c:4]1[c:5]([CH:6]([OH:7])[c:8]2[cH:9][cH:10][c:11]([CH2:14][NH:15][C:16](=[O:17])[O:18][C:19]([CH3:20])([CH3:21])[CH3:22])[cH:12][cH:13]2)[cH:23][c:24]([Cl:27])[cH:25][cH:26]1. Reactants: OCCCCCC12CCCC2CC(C1)=O ((5-hydroxypent-1-yl)bicyclo-[3.3.0]octan-7-one), [Cr](=O)(=O)([O-])O[Cr](=O)(=O)[O-].[NH+]1=CC=CC=C1.[NH+]1=CC=CC=C1 (pyridinium dichromate), OCCCCCC1C2CC(CC2CC1)=O (2-(5-hydroxypent-1-yl)bicyclo[3.3.0]octan-7-one), OCCCCCC12CCCC2CC(C1)=O ((5-hydroxypent-1-yl)bicyclo-[3.3.0]octan-7-one), crude product, oil. The solvent is C(Cl)Cl (methylene chloride). Product: C(=O)CCCCC1C2CC(CC2CC1)=O (2-(4-formylbutan-yl)bicyclo[3.3.0]octan-7-one). RXN SMILES: OCCCCCC12CC(=O)CC1CCC2.[OH:16][CH2:17][CH2:18][CH2:19][CH2:20][CH2:21][CH:22]1[CH2:29][CH2:28][CH:27]2[CH:23]1[CH2:24][C:25](=[O:30])[CH2:26]2.[Cr](O[Cr]([O-])(=O)=O)([O-])(=O)=O.[NH+]1C=CC=CC=1.[NH+]1C=CC=CC=1>C(Cl)Cl>[CH:17]([CH2:18][CH2:19][CH2:20][CH2:21][CH:22]1[CH2:29][CH2:28][CH:27]2[CH:23]1[CH2:24][C:25](=[O:30])[CH2:26]2)=[O:16] |f:2.3.4|. Procedure details: The procedure followed is the same as that described in Example 13 substituting the starting material prepared in Example 11, 2-(5-hydroxypent-1-yl)bicyclo[3.3.0]octan-7-one {hexahydro-4-(5-hydroxypentyl)-2(1H)-pentalenone} (0.3 g, 1.4 mmoles), and pyridinium dichromate (0.80 g, 2.1 mmoles) dissolved in methylene chloride (5 ml). The crude product is chromatographed on silica gel leaving a clear, colorless oil (0.14 g, 0.67 mmoles). RXN SMILES: [CH2:1]([c:2]1[cH:3][cH:4][cH:5][cH:6][cH:7]1)[O:8][c:9]1[cH:10][cH:11][c:12]2[c:13]3[c:18]([cH:19][n:20][c:21]2[cH:22]1)[CH2:17][CH2:16][CH2:15][CH:14]3[OH:23].[Cl:47][CH2:48][Cl:49].[F:32][C:33]([F:34])([F:35])[S:36]([O:37][Si:38]([CH3:39])([CH3:40])[C:41]([CH3:42])([CH3:43])[CH3:44])(=[O:45])=[O:46].[n:24]1[c:25]([CH3:26])[cH:27][cH:28][cH:29][c:30]1[CH3:31]>>[CH2:1]([c:2]1[cH:3][cH:4][cH:5][cH:6][cH:7]1)[O:8][c:9]1[cH:10][cH:11][c:12]2[c:13]3[c:18]([cH:19][n:20][c:21]2[cH:22]1)[CH2:17][CH2:16][CH2:15][CH:14]3[O:23][Si:38]([CH3:39])([CH3:40])[C:41]([CH3:42])([CH3:43])[CH3:44]. The reactants are OC1CCCc2cnc3cc(OCc4ccccc4)ccc3c21, ClCCl, CC(C)(C)[Si](C)(C)OS(=O)(=O)C(F)(F)F, Cc1cccc(C)n1. Yields the product CC(C)(C)[Si](C)(C)OC1CCCc2cnc3cc(OCc4ccccc4)ccc3c21. The reactants are BrC=1C(=NC=C(C1)C1CCOCC1)N (3-bromo-5-(tetrahydro-2H-pyran-4-yl)pyridin-2-amine), B(O)(O)C1=CC(=C(C(=O)O)C=C1)F (4-borono-2-fluorobenzoic acid), C(=O)([O-])[O-].[Na+].[Na+] (Na2CO3). The reagents and catalysts are C=1C=CC(=CC1)[P](C=2C=CC=CC2)(C=3C=CC=CC3)[Pd]([P](C=4C=CC=CC4)(C=5C=CC=CC5)C=6C=CC=CC6)([P](C=7C=CC=CC7)(C=8C=CC=CC8)C=9C=CC=CC9)[P](C=1C=CC=CC1)(C=1C=CC=CC1)C=1C=CC=CC1 (Pd(PPh3)4). The solvent is COCCOC (DME). Reaction conditions: temperature 125 celsius, time 40 minute. Product: NC1=NC=C(C=C1C1=CC(=C(C(=O)O)C=C1)F)C1CCOCC1 (4-(2-Amino-5-(tetrahydro-2H-pyran-4-yl)pyridin-3-yl)-2-fluorobenzoic acid). Yield: 136.9%. As a reaction SMILES: Br[C:2]1[C:3]([NH2:14])=[N:4][CH:5]=[C:6]([CH:8]2[CH2:13][CH2:12][O:11][CH2:10][CH2:9]2)[CH:7]=1.B([C:18]1[CH:26]=[CH:25][C:21]([C:22]([OH:24])=[O:23])=[C:20]([F:27])[CH:19]=1)(O)O.C([O-])([O-])=O.[Na+].[Na+]>C1C=CC([P]([Pd]([P](C2C=CC=CC=2)(C2C=CC=CC=2)C2C=CC=CC=2)([P](C2C=CC=CC=2)(C2C=CC=CC=2)C2C=CC=CC=2)[P](C2C=CC=CC=2)(C2C=CC=CC=2)C2C=CC=CC=2)(C2C=CC=CC=2)C2C=CC=CC=2)=CC=1.COCCOC>[NH2:14][C:3]1[C:2]([C:18]2[CH:26]=[CH:25][C:21]([C:22]([OH:24])=[O:23])=[C:20]([F:27])[CH:19]=2)=[CH:7][C:6]([CH:8]2[CH2:13][CH2:12][O:11][CH2:10][CH2:9]2)=[CH:5][N:4]=1 |f:2.3.4,^1:37,39,58,77|. Procedure: To a microwave vial were charged with 3-bromo-5-(tetrahydro-2H-pyran-4-yl)pyridin-2-amine (500 mg, 1.95 mmol), 4-borono-2-fluorobenzoic acid (1.07 g, 5.83 mmol), aqueous Na2CO3 (2 M, 4.86 mL) and DME (10 mL). The mixture was purged with argon, then followed by addition of Pd(PPh3)4 (225 mg, 0.194 mmol). The mixture was purged with argon, sealed and heated via microwave reactor at 125° C. for 20 min, and then at 130° C. for another 40 min. The DME layer of the reaction mixture was collected, and ... Reactants: C(#N)C1=CC=C(C=C1)OC=1N=CNC1 (4-(4-cyanophenyloxy)-imidazole), C(C1=CC=CC=C1)(C1=CC=CC=C1)(C1=CC=CC=C1)Cl (trityl chloride), resultant mixture. Solvent: CN(C)C=O (DMF). Product: C(#N)C1=CC=C(C=C1)OC=1N=CN(C1)C(C1=CC=CC=C1)(C1=CC=CC=C1)C1=CC=CC=C1 (4-(4-Cyanophenyloxy)-1-trityl-imidazole). As a reaction SMILES: [C:1]([C:3]1[CH:8]=[CH:7][C:6]([O:9][C:10]2[N:11]=[CH:12][NH:13][CH:14]=2)=[CH:5][CH:4]=1)#[N:2].[C:15](Cl)([C:28]1[CH:33]=[CH:32][CH:31]=[CH:30][CH:29]=1)([C:22]1[CH:27]=[CH:26][CH:25]=[CH:24][CH:23]=1)[C:16]1[CH:21]=[CH:20][CH:19]=[CH:18][CH:17]=1>CN(C=O)C>[C:1]([C:3]1[CH:8]=[CH:7][C:6]([O:9][C:10]2[N:11]=[CH:12][N:13]([C:15]([C:16]3[CH:21]=[CH:20][CH:19]=[CH:18][CH:17]=3)([C:28]3[CH:29]=[CH:30][CH:31]=[CH:32][CH:33]=3)[C:22]3[CH:23]=[CH:24][CH:25]=[CH:26][CH:27]=3)[CH:14]=2)=[CH:5][CH:4]=1)#[N:2]. Reported procedure: To a cold (0° C.) solution of 4-(4-cyanophenyloxy)-imidazole (155 mg, 0.84 mmol) and triethylanine (0.129 mL, 0.92 mmol) in DMF (1 mL) was added trityl chloride (245 mg, 0.88 mmol). The resultant mixture was stirred at ambient temperature for 5 days. The product mixture was concentrated onto silica gel, chromatographed (Silica gel, 1:9 acetone in CHCl3) to afford the title compound as a white powder.